This data is from the Open Reaction Database (ORD), a public repository of structured organic reaction records. The task is: describe an organic reaction: reactants, conditions, products, and yield Starting materials: [OH-].[Na+] (sodium hydroxide), C(C1=CC=CC=C1)OC=1C(=[N+](C(=C(N1)C(=O)OC)OC)[O-])CC(C)C (3-benzyloxy-2-isobutyl-6-methoxy-5-methoxycarbonylpyrazine 1-oxide). Solvent: O (water), CO (methanol). Run at time 14 hour. The product is C(C1=CC=CC=C1)OC1=C([N+](=C(C(=N1)C(=O)O)OC)[O-])CC(C)C (6-benzyloxy-5-isobutyl-3-methoxypyrazine-2-carboxylic acid 4-oxide). Yield: 91.0%. As a reaction SMILES: [OH-].[Na+].[CH2:3]([O:10][C:11]1[C:12]([CH2:24][CH:25]([CH3:27])[CH3:26])=[N+:13]([O-:23])[C:14]([O:21][CH3:22])=[C:15]([C:17]([O:19]C)=[O:18])[N:16]=1)[C:4]1[CH:9]=[CH:8][CH:7]=[CH:6][CH:5]=1>CO.O>[CH2:3]([O:10][C:11]1[N:16]=[C:15]([C:17]([OH:19])=[O:18])[C:14]([O:21][CH3:22])=[N+:13]([O-:23])[C:12]=1[CH2:24][CH:25]([CH3:27])[CH3:26])[C:4]1[CH:5]=[CH:6][CH:7]=[CH:8][CH:9]=1 |f:0.1|. Procedure: 4.1 Milliliters of 1N sodium hydroxide was added to a solution of 0.71 g of 3-benzyloxy-2-isobutyl-6-methoxy-5-methoxycarbonylpyrazine 1-oxide dissolved in 15 ml of methanol, then the mixture was stirred for 14 hours at room temperature. The reaction mixture was diluted with water, and then extracted with dichloromethane. The aqueous layer was made acidic with 6.0 ml of 1N hydrochloric acid with ice cooling, then extracted with ethyl acetate. The extract was washed with an aqueous solution satur...